describe an organic reaction: reactants, conditions, products, and yield From a dataset of the Open Reaction Database (ORD), a public repository of structured organic reaction records. Reactants: C1(=CC=CC=C1)C(CNC1=NC(=C(C(=N1)C)OC)C)CCC (2-phenylpentylamino-4,6-dimethyl-5-methoxypyrimidine), C(C)(C)O (isopropylalcohol), P(O)(O)(O)=O (Phosphoric acid). Conditions: temperature 0 celsius, time 30 minute. Yields the product P(=O)(O)(O)O.C1(=CC=CC=C1)C(CNC=1N=CC(C(N1)C)(OC)C)CCC (2-Phenylpentylamino-4,5-dimethyl-5-methoxypyrimidine phosphate). As a reaction SMILES: [C:1]1([CH:7]([CH2:20][CH2:21][CH3:22])[CH2:8][NH:9][C:10]2[N:15]=[C:14]([CH3:16])[C:13]([O:17][CH3:18])=[C:12](C)[N:11]=2)[CH:6]=[CH:5][CH:4]=[CH:3][CH:2]=1.[P:23](=[O:27])([OH:26])([OH:25])[OH:24].[CH:28](O)(C)C>>[P:23]([OH:27])([OH:26])([OH:25])=[O:24].[C:1]1([CH:7]([CH2:20][CH2:21][CH3:22])[CH2:8][NH:9][C:10]2[N:11]=[CH:12][C:13]([CH3:28])([O:17][CH3:18])[CH:14]([CH3:16])[N:15]=2)[CH:2]=[CH:3][CH:4]=[CH:5][CH:6]=1 |f:3.4|. Procedure: 1.09 g of 2-phenylpentylamino-4,6-dimethyl-5-methoxypyrimidine was dissolved in 15 ml isopropylalcohol and cooled to 0° C. Phosphoric acid (85%, 9 g) was added and the mixture stirred at 0° C. for 30 minutes. White solid precipitated and was collected after removal of the isopropylalcohol, washing with pentane and drying in vacuo at 45° C. M.p.: 107°-8° C. Reactants: O=C1CCC(=O)N1Br, O=C(OOC(=O)c1ccccc1)c1ccccc1, COc1ccc2cc(-c3cccc(Nc4ncccc4[N+](=O)[O-])c3)ccc2c1, ClC(Cl)Cl. Yields the product COc1ccc2cc(-c3cccc(Nc4ncccc4[N+](=O)[O-])c3)ccc2c1Br. Reaction SMILES: [Br:29][N:30]1[C:31](=[O:32])[CH2:33][CH2:34][C:35]1=[O:36].[C:37]([O:38][O:39][C:40](=[O:41])[c:42]1[cH:43][cH:44][cH:45][cH:46][cH:47]1)(=[O:48])[c:49]1[cH:50][cH:51][cH:52][cH:53][cH:54]1.[CH3:1][O:2][c:3]1[cH:4][c:5]2[cH:6][cH:7][c:8](-[c:13]3[cH:14][c:15]([NH:19][c:20]4[n:21][cH:22][cH:23][cH:24][c:25]4[N+:26](=[O:27])[O-:28])[cH:16][cH:17][cH:18]3)[cH:9][c:10]2[cH:11][cH:12]1.[CH:55]([Cl:56])([Cl:57])[Cl:58]>>[CH3:1][O:2][c:3]1[c:4]([Br:29])[c:5]2[cH:6][cH:7][c:8](-[c:13]3[cH:14][c:15]([NH:19][c:20]4[n:21][cH:22][cH:23][cH:24][c:25]4[N+:26](=[O:27])[O-:28])[cH:16][cH:17][cH:18]3)[cH:9][c:10]2[cH:11][cH:12]1. Reactants: CCOC(=O)CBr, O=C([O-])[O-], CC1(C)NC(=O)NC1=O, [Cs+], [Cs+], CN(C)C=O. Yields the product CCOC(=O)CN1C(=O)NC(C)(C)C1=O. As a reaction SMILES: [Br:16][CH2:17][C:18](=[O:19])[O:20][CH2:21][CH3:22].[C:10](=[O:11])([O-:12])[O-:13].[CH3:1][C:2]1([CH3:9])[C:3](=[O:8])[NH:4][C:5](=[O:7])[NH:6]1.[Cs+:14].[Cs+:15].[O:23]=[CH:24][N:25]([CH3:26])[CH3:27]>>[CH3:1][C:2]1([CH3:9])[C:3](=[O:8])[N:4]([CH2:17][C:18](=[O:19])[O:20][CH2:21][CH3:22])[C:5](=[O:7])[NH:6]1.